The task is: describe an organic reaction: reactants, conditions, products, and yield. This data is from the Open Reaction Database (ORD), a public repository of structured organic reaction records. As a reaction SMILES: [CH3:1][N:2]1[CH2:7][CH:6]([OH:8])[C:5]2[CH:9]=[CH:10][O:11][C:4]=2[CH2:3]1.[Cl:12][C:13]1[CH:22]=[C:21](F)[CH:20]=[CH:19][C:14]=1[C:15]([O:17][CH3:18])=[O:16]>>[ClH:12].[Cl:12][C:13]1[CH:22]=[C:21]([O:8][CH:6]2[CH2:7][N:2]([CH3:1])[CH2:3][C:4]3[O:11][CH:10]=[CH:9][C:5]2=3)[CH:20]=[CH:19][C:14]=1[C:15]([O:17][CH3:18])=[O:16] |f:2.3|. The product is Cl.ClC=1C=C(C=CC1C(=O)OC)OC1C2=C(CN(C1)C)OC=C2 (4-(3-Chloro-4-carbomethoxyphenyloxy)-6-methyl-4,5,6,7-tetrahydrofuro[2,3-c]pyridine hydrochloride). The reactants are CN1CC2=C(C(C1)O)C=CO2 (6-methyl-4,5,6,7-tetrahydrofuro[2,3-c]pyridin-4-ol), ClC1=C(C(=O)OC)C=CC(=C1)F (methyl 2-chloro-4-fluorobenzoate). Procedure: The same method as in Example 3 was conducted using 6-methyl-4,5,6,7-tetrahydrofuro[2,3-c]pyridin-4-ol (Reference Example 1) instead of 6-methyl-4,5,6,7-tetrahydrothieno[2,3-c]pyridin-4-ol (Reference Example 6) and was conducted using methyl 2-chloro-4-fluorobenzoate instead of 1,3-difluorobenzene to give the objective compound. Reactants: CC1=NC(=NC2=CC=CC=C12)NC(=O)NS(=O)(=O)C1=C(C(=O)OC)C=CC=C1 (methyl 2-[[(4-methylquinazolin-2-yl)aminocarbonyl]aminosulfonyl]benzoate), C(C)O (ethanol), [OH-].[K+] (potassium hydroxide). The solvent is O (water), Cl (hydrochloric acid), O (water). Run at time 18 hour. Product: CC1=NC(=NC2=CC=CC=C12)NC(=O)NS(=O)(=O)C1=C(C=CC=C1)C(=O)O (N-[(4-Methylquinazolin-2-yl)aminocarbonyl]-2-carboxybenzenesulfonamide). Reaction SMILES: [CH3:1][C:2]1[C:11]2[C:6](=[CH:7][CH:8]=[CH:9][CH:10]=2)[N:5]=[C:4]([NH:12][C:13]([NH:15][S:16]([C:19]2[CH:28]=[CH:27][CH:26]=[CH:25][C:20]=2[C:21]([O:23]C)=[O:22])(=[O:18])=[O:17])=[O:14])[N:3]=1.C(O)C.[OH-].[K+]>O.Cl>[CH3:1][C:2]1[C:11]2[C:6](=[CH:7][CH:8]=[CH:9][CH:10]=2)[N:5]=[C:4]([NH:12][C:13]([NH:15][S:16]([C:19]2[CH:28]=[CH:27][CH:26]=[CH:25][C:20]=2[C:21]([OH:23])=[O:22])(=[O:17])=[O:18])=[O:14])[N:3]=1 |f:2.3|. Reported procedure: A mixture containing 5 g of methyl 2-[[(4-methylquinazolin-2-yl)aminocarbonyl]aminosulfonyl]benzoate, 20 ml of ethanol, 2.5 ml of water and 2.5 g of potassium hydroxide is stirred at ambient temperature and pressure for 18 hours. The mixture is then diluted with water and 20 ml of concentrted hydrochloric acid added with stirring. The resulting precipitate is filtered, washed with water and dried.